From a dataset of the Open Reaction Database (ORD), a public repository of structured organic reaction records. describe an organic reaction: reactants, conditions, products, and yield The reactants are CCOC(=O)C1C2CCC(C2)C1N, CCOC(C)=O, O=C([O-])C(O)c1ccccc1, O=C(O)C(O)c1ccccc1. The product is CCOC(=O)C1C2CCC(C2)C1[NH3+], O=C([O-])C(O)c1ccccc1. RXN SMILES: [CH2:1]([CH3:2])[O:3][C:4](=[O:5])[CH:6]1[CH:7]2[CH2:8][CH2:9][CH:10]([CH:11]1[NH2:12])[CH2:13]2.[CH3:36][CH2:37][O:38][C:39](=[O:40])[CH3:41].[OH:14][CH:15]([C:16]([O-:17])=[O:18])[c:19]1[cH:20][cH:21][cH:22][cH:23][cH:24]1.[OH:25][CH:26]([c:27]1[cH:28][cH:29][cH:30][cH:31][cH:32]1)[C:33]([OH:34])=[O:35]>>[CH2:1]([CH3:2])[O:3][C:4](=[O:5])[CH:6]1[CH:7]2[CH2:8][CH2:9][CH:10]([CH:11]1[NH3+:12])[CH2:13]2.[OH:14][CH:15]([C:16](=[O:17])[O-:18])[c:19]1[cH:20][cH:21][cH:22][cH:23][cH:24]1. Reactants: CCOC(=O)c1cncc2c(COc3cccc(NC(=O)c4cccc(Cl)c4)c3)csc12, CS(C)=O, NCCO. Product: O=C(Nc1cccc(OCc2csc3c(C(=O)NCCO)cncc23)c1)c1cccc(Cl)c1. RXN SMILES: [CH2:1]([O:2][C:4](=[O:5])[c:6]1[c:7]2[c:8]([cH:9][n:10][cH:11]1)[c:12]([CH2:15][O:16][c:17]1[cH:18][c:19]([NH:23][C:24]([c:25]3[cH:26][c:27]([Cl:31])[cH:28][cH:29][cH:30]3)=[O:32])[cH:20][cH:21][cH:22]1)[cH:13][s:14]2)[CH3:3].[CH3:37][S:38]([CH3:39])=[O:40].[NH2:33][CH2:34][CH2:35][OH:36]>>[C:4](=[O:5])([c:6]1[c:7]2[c:8]([cH:9][n:10][cH:11]1)[c:12]([CH2:15][O:16][c:17]1[cH:18][c:19]([NH:23][C:24]([c:25]3[cH:26][c:27]([Cl:31])[cH:28][cH:29][cH:30]3)=[O:32])[cH:20][cH:21][cH:22]1)[cH:13][s:14]2)[NH:33][CH2:34][CH2:35][OH:36]. The reactants are C([O-])([O-])=O.[Na+].[Na+] (sodium carbonate), FC=1C(=NC(=NC1)NCCN1C(NCC1)=O)C1=CC2=C(S1)C(=CC=C2)B2OC(C(O2)(C)C)(C)C (1-(2-{5-fluoro-4-[7-(4,4,5,5-tetramethyl-[1,3,2]dioxaborolan-2-yl)-benzo[b]thiophen-2-yl]-pyrimidin-2-ylamino}-ethyl)-imidazolidin-2-one), C(C)(C)(C)P(C1=C(C=CC=C1)C1=CC=CC=C1)C(C)(C)C (2-(di-tert-butylphosphino)biphenyl), FC1=CC(=C(C=N1)CO)I ((6-fluoro-4-iodo-pyridin-3-yl)-methanol), (1,1′-bis(di-phenylphosphino)ferrocene)palladium(II) chloride. The solvent is C(Cl)(Cl)Cl.C(C)(C)O (chloroform isopropanol), O1CCOCC1 (dioxane). Run at temperature 100 celsius. Product: FC=1C(=NC(=NC1)NCCN1C(NCC1)=O)C1=CC2=C(S1)C(=CC=C2)C2=CC(=NC=C2CO)F (1-(2-{5-Fluoro-4-[7-(2-fluoro-5-hydroxymethyl-pyridin-4-yl)benzo[b]thiophen-2-yl]pyrimidin-2-ylamino}ethyl)imidazolidin-2-one). The yield is 20.7%. Reaction SMILES: [F:1][C:2]1[C:3]([C:17]2[S:21][C:20]3[C:22](B4OC(C)(C)C(C)(C)O4)=[CH:23][CH:24]=[CH:25][C:19]=3[CH:18]=2)=[N:4][C:5]([NH:8][CH2:9][CH2:10][N:11]2[CH2:15][CH2:14][NH:13][C:12]2=[O:16])=[N:6][CH:7]=1.[F:35][C:36]1[N:41]=[CH:40][C:39]([CH2:42][OH:43])=[C:38](I)[CH:37]=1.C(P(C(C)(C)C)C1C=CC=CC=1C1C=CC=CC=1)(C)(C)C.C(=O)([O-])[O-].[Na+].[Na+]>O1CCOCC1.C(Cl)(Cl)Cl.C(O)(C)C>[F:1][C:2]1[C:3]([C:17]2[S:21][C:20]3[C:22]([C:38]4[C:39]([CH2:42][OH:43])=[CH:40][N:41]=[C:36]([F:35])[CH:37]=4)=[CH:23][CH:24]=[CH:25][C:19]=3[CH:18]=2)=[N:4][C:5]([NH:8][CH2:9][CH2:10][N:11]2[CH2:15][CH2:14][NH:13][C:12]2=[O:16])=[N:6][CH:7]=1 |f:3.4.5,7.8|. Procedure: Combine 1-(2-{5-fluoro-4-[7-(4,4,5,5-tetramethyl-[1,3,2]dioxaborolan-2-yl)-benzo[b]thiophen-2-yl]-pyrimidin-2-ylamino}-ethyl)-imidazolidin-2-one (120 mg, 0.25 mmol), (6-fluoro-4-iodo-pyridin-3-yl)-methanol (100 mg; 0.32 mmol), (1,1′-bis(di-phenylphosphino)ferrocene)palladium(II) chloride (10.14 mg; 0.01 mmol), 2-(di-tert-butylphosphino)biphenyl (2 mg, 0.01 mmol) and sodium carbonate (2 M, 0.2 mL, 0.4 mmol) in 5 mL of dioxane in a pressure tube. Heat the mixture at 100° C. overnight in oil bath. ...